Task: describe an organic reaction: reactants, conditions, products, and yield. Dataset: the Open Reaction Database (ORD), a public repository of structured organic reaction records Procedure details: The procedure of Example 1 was followed using 27g (0.15 mole) of trichloracetyl chloride and 45g (0.45 mole) of diethyl-formamide and 15g (0.15 mole) of triethylamine. Obtained following distillation was 14g 0f pure N,N-diethyl 3,3,3-trichloropyruvamide as a clear, colorless liquid: Bp 94°-96° (0.15 mm); ir (λmax, film) 5.7 (s), 6.1 (s), 6.8 (s), 6.9 (s), 9.4 (s), 12.1 (s) microns. The reactants are 27g, C(C)N(C=O)CC (diethyl-formamide), 15g, ClC(C(=O)Cl)(Cl)Cl (trichloracetyl chloride), 45g. Product: C(C)N(C(C(=O)C(Cl)(Cl)Cl)=O)CC (N,N-Diethyl-3,3,3-trichloropyruvamide). The solvent is C(C)N(CC)CC (triethylamine). RXN SMILES: [Cl:1][C:2]([Cl:7])([Cl:6])[C:3](Cl)=[O:4].[CH2:8]([N:10]([CH2:13][CH3:14])[CH:11]=[O:12])[CH3:9]>C(N(CC)CC)C>[CH2:8]([N:10]([CH2:13][CH3:14])[C:11](=[O:12])[C:3]([C:2]([Cl:7])([Cl:6])[Cl:1])=[O:4])[CH3:9]. Reactants: Cl.CN(C1CCN(CC1)C(=O)C=1C=C2C=C(NC2=CC1)C(=O)O)C (5-(4-dimethylamino-piperidine-1-carbonyl)-1H-indole-2-carboxylic acid hydrochloride), F[B-](F)(F)F.N1(N=NC2=C1C=CC=C2)OC(=[N+](C)C)N(C)C (O-(benzotriazol-1-yl)-N,N,N′,N′-tetramethyluronium tetrafluoroborate), FC1=CC=C(N)C=C1 (4-fluoroaniline), C(C)(C)N(C(C)C)CC (N,N-diisopropylethylamine). Run in CN(C=O)C (N,N-dimethylformamide). Yields the product FC1(CCN(CC1)C(=O)C=1NC2=CC=C(C=C2C1)C(=O)N1CCC(CC1)N(C)C)F ((4,4-Difluoro-piperidin-1-yl)-[5-(4-dimethylamino-piperidine-1-carbonyl)-1H-indol-2-yl]-methanone). Isolated yield 72.0%. As a reaction SMILES: Cl.[CH3:2][N:3]([CH3:24])[CH:4]1[CH2:9][CH2:8][N:7]([C:10]([C:12]2[CH:13]=[C:14]3[C:18](=[CH:19][CH:20]=2)[NH:17][C:16]([C:21]([OH:23])=O)=[CH:15]3)=[O:11])[CH2:6][CH2:5]1.[F:25][B-](F)(F)F.N1(OC(N(C)C)=[N+](C)C)C2C=CC=CC=2N=N1.[F:47][C:48]1C=CC(N)=CC=1.C([N:58]([CH2:62][CH3:63])[CH:59]([CH3:61])C)(C)C>CN(C)C=O>[F:25][C:48]1([F:47])[CH2:61][CH2:59][N:58]([C:21]([C:16]2[NH:17][C:18]3[C:14]([CH:15]=2)=[CH:13][C:12]([C:10]([N:7]2[CH2:8][CH2:9][CH:4]([N:3]([CH3:2])[CH3:24])[CH2:5][CH2:6]2)=[O:11])=[CH:20][CH:19]=3)=[O:23])[CH2:62][CH2:63]1 |f:0.1,2.3|. Procedure: The title compound was synthesized in analogy to example 1, from 5-(4-dimethylamino-piperidine-1-carbonyl)-1H-indole-2-carboxylic acid hydrochloride, O-(benzotriazol-1-yl)-N,N,N′,N′-tetramethyluronium tetrafluoroborate (commercially available), 4-fluoroaniline (commercially available) and N,N-diisopropylethylamine in N,N-dimethylformamide, to give the desired product as a light yellow foam (72%). Reactants: C1(=CC=CC=C1)C (toluene), BrCC(=O)Cl (Bromoacetyl chloride), C1(=CC=CC=C1)C (toluene), [OH-].[Na+] (sodium hydroxide), N[C@H](CO)COCC1=CC=CC=C1 ((R)-(+)-2-amino-3-benzyloxy-1-propanol). Solvent: C1CCOC1 (THF). Reaction conditions: temperature 0 celsius, time 30 minute. The product is C(C1=CC=CC=C1)OC[C@H]1COCC(N1)=O ((S)-5-benzyloxymethylmorpholin-3-one). RXN SMILES: Br[CH2:2][C:3](Cl)=[O:4].C1(C)C=CC=CC=1.[OH-].[Na+].[NH2:15][C@@H:16]([CH2:19][O:20][CH2:21][C:22]1[CH:27]=[CH:26][CH:25]=[CH:24][CH:23]=1)[CH2:17][OH:18]>C1COCC1>[CH2:21]([O:20][CH2:19][C@@H:16]1[NH:15][C:3](=[O:4])[CH2:2][O:18][CH2:17]1)[C:22]1[CH:27]=[CH:26][CH:25]=[CH:24][CH:23]=1 |f:2.3|. Procedure details: Bromoacetyl chloride (5.06 mL) was added to a solution mixture of toluene (100 mL) and a 2 N sodium hydroxide aqueous solution (100 mL) of (R)-(+)-2-amino-3-benzyloxy-1-propanol (10 g) under ice-cooling. The resulting reaction solution was stirred at 0° C. for 30 min and then further stirred at 60° C. for 1 hr. The reaction solution was cooled to room temperature, and a solution mixture of toluene and THF (1:1) was added thereto. The organic layer was separated, dried over anhydrous magnesium su... The reactants are Cl.C1(CCCCC1)N1C=C(C(C2=CC(=C(C(=C12)F)C#CC1=C(C(=CC(=C1)CC=1C(=NC(=NC1)N)N)OC)OC)F)=O)C(=O)O (1-cyclohexyl-7-[5-(2,4-diamino-pyrimidin-5-ylmethyl)-2,3-dimethoxy-phenylethynyl]-6,8-difluoro-4-oxo-1,4-dihydro-quinoline-3-carboxylic acid hydrochloride), CO (methanol), [OH-].[Na+] (sodium hydroxide), Cl (hydrochloric acid). Product: Cl.C1(CCCCC1)N1C=C(C(C2=CC(=C(C(=C12)OC)C#CC1=C(C(=CC(=C1)CC=1C(=NC(=NC1)N)N)OC)OC)F)=O)C(=O)O (1-cyclohexyl-7-[5-(2,4-diamino-pyrimidin-5-ylmethyl)-2,3- dimethoxy-phenylethynyl]-6-fluoro-8-methoxy-4-oxo-1,4-dihydro-quinoline-3-carboxylic acid hydrochloride). The yield is 78.0%. As a reaction SMILES: [ClH:1].[CH:2]1([N:8]2[C:17]3[C:12](=[CH:13][C:14]([F:40])=[C:15]([C:19]#[C:20][C:21]4[CH:26]=[C:25]([CH2:27][C:28]5[C:29]([NH2:35])=[N:30][C:31]([NH2:34])=[N:32][CH:33]=5)[CH:24]=[C:23]([O:36][CH3:37])[C:22]=4[O:38][CH3:39])[C:16]=3F)[C:11](=[O:41])[C:10]([C:42]([OH:44])=[O:43])=[CH:9]2)[CH2:7][CH2:6][CH2:5][CH2:4][CH2:3]1.[OH-:45].[Na+].Cl.[CH3:48]O>>[ClH:1].[CH:2]1([N:8]2[C:17]3[C:12](=[CH:13][C:14]([F:40])=[C:15]([C:19]#[C:20][C:21]4[CH:26]=[C:25]([CH2:27][C:28]5[C:29]([NH2:35])=[N:30][C:31]([NH2:34])=[N:32][CH:33]=5)[CH:24]=[C:23]([O:36][CH3:37])[C:22]=4[O:38][CH3:39])[C:16]=3[O:45][CH3:48])[C:11](=[O:41])[C:10]([C:42]([OH:44])=[O:43])=[CH:9]2)[CH2:7][CH2:6][CH2:5][CH2:4][CH2:3]1 |f:0.1,2.3,6.7|. Reported procedure: 16ar) A suspension of 0.33 g of 1-cyclohexyl-7-[5-(2,4-diamino-pyrimidin-5-ylmethyl)-2,3-dimethoxy-phenylethynyl]-6,8-difluoro-4-oxo-1,4-dihydro-quinoline-3-carboxylic acid hydrochloride (Example 16aq)) in 5 ml of methanol is treated with 2 ml of 28% aqueous sodium hydroxide solution and held at reflux for 5 hrs. The beige suspension is cooled to room temperature and acidified with 25% aqueous hydrochloric acid. The precipitated substance is filtered off under suction, washed with 10 ml of water... The reactants are C(#N)C=1C(=C2CCN(C(C2=CC1)C\C=C\C(=O)OCC)C(=O)OC(C)(C)C)C (1,1-dimethylethyl 6-cyano-1-[(2E)-4-(ethyloxy)-4-oxo-2-buten-1-yl]-5-methyl-3,4-dihydro-2(1H)-isoquinolinecarboxylate). Reagents/catalysts: [Pd] (palladium on carbon). Solvent: C(C)O (ethanol). Run at time 105 minute. Product: C(#N)C=1C(=C2CCN(C(C2=CC1)CCCC(=O)OCC)C(=O)OC(C)(C)C)C (1,1-Dimethylethyl 6-cyano-1-[4-(ethyloxy)-4-oxobutyl]-5-methyl-3,4-dihydro-2(1H)-isoquinolinecarboxylate). The yield is 99.4%. As a reaction SMILES: [C:1]([C:3]1[C:4]([CH3:28])=[C:5]2[C:10](=[CH:11][CH:12]=1)[CH:9]([CH2:13]/[CH:14]=[CH:15]/[C:16]([O:18][CH2:19][CH3:20])=[O:17])[N:8]([C:21]([O:23][C:24]([CH3:27])([CH3:26])[CH3:25])=[O:22])[CH2:7][CH2:6]2)#[N:2]>C(O)C.[Pd]>[C:1]([C:3]1[C:4]([CH3:28])=[C:5]2[C:10](=[CH:11][CH:12]=1)[CH:9]([CH2:13][CH2:14][CH2:15][C:16]([O:18][CH2:19][CH3:20])=[O:17])[N:8]([C:21]([O:23][C:24]([CH3:27])([CH3:26])[CH3:25])=[O:22])[CH2:7][CH2:6]2)#[N:2]. Procedure details: To a solution of 1,1-dimethylethyl 6-cyano-1-[(2E)-4-(ethyloxy)-4-oxo-2-buten-1-yl]-5-methyl-3,4-dihydro-2(1H)-isoquinolinecarboxylate (Preparation 25; 530 mg, 1.38 mmol) in ethanol (20 ml) under nitrogen was added palladium on carbon (106 mg, 0.100 mmol). The resulting mixture was stirred under an atmosphere of hydrogen (1 bar) for 105 min. The catalyst was filtered off through Celite® and the filtrate concentrated in vacuo to give the title compound (530 mg). The reactants are O=c1n(Cc2ccc(C(F)(F)F)nc2Cl)nc2c(-c3ccncc3)c(-c3ccc(Cl)cc3)ccn12, CNc1nc(C(F)(F)F)ccc1Cn1nc2c(-c3ccncc3)c(-c3ccc(Cl)cc3)ccn2c1=O, [NH4+], [OH-]. Yields the product Nc1nc(C(F)(F)F)ccc1Cn1nc2c(-c3ccncc3)c(-c3ccc(Cl)cc3)ccn2c1=O. RXN SMILES: [Cl:1][c:2]1[c:3]([CH2:4][n:5]2[c:6](=[O:7])[n:8]3[cH:9][cH:10][c:11](-[c:12]4[cH:13][cH:14][c:15]([Cl:16])[cH:17][cH:18]4)[c:19](-[c:20]4[cH:21][cH:22][n:23][cH:24][cH:25]4)[c:26]3[n:27]2)[cH:28][cH:29][c:30]([C:31]([F:32])([F:33])[F:34])[n:35]1.[Cl:38][c:39]1[cH:40][cH:41][c:42](-[c:45]2[c:46](-[c:68]3[cH:69][cH:70][n:71][cH:72][cH:73]3)[c:47]3[n:48]([cH:49][cH:50]2)[c:51](=[O:67])[n:52]([CH2:54][c:55]2[c:56]([NH:65][CH3:66])[n:57][c:58]([C:61]([F:62])([F:63])[F:64])[cH:59][cH:60]2)[n:53]3)[cH:43][cH:44]1.[NH4+:36].[OH-:37]>>[Cl:38][c:39]1[cH:40][cH:41][c:42](-[c:45]2[c:46](-[c:68]3[cH:69][cH:70][n:71][cH:72][cH:73]3)[c:47]3[n:48]([cH:49][cH:50]2)[c:51](=[O:67])[n:52]([CH2:54][c:55]2[c:56]([NH2:65])[n:57][c:58]([C:61]([F:62])([F:63])[F:64])[cH:59][cH:60]2)[n:53]3)[cH:43][cH:44]1. Starting materials: C1COCCO1, ClCCl, Cl, CC(C)(C)OC(=O)N1CCn2c(nc3c(N)nc4ccccc4c32)C1. The product is Cl, Nc1nc2ccccc2c2c1nc1n2CCNC1. RXN SMILES: [CH2:27]1[O:28][CH2:29][CH2:30][O:31][CH2:32]1.[Cl:33][CH2:34][Cl:35].[ClH:1].[NH2:2][c:3]1[n:4][c:5]2[cH:6][cH:7][cH:8][cH:9][c:10]2[c:11]2[c:12]1[n:13][c:14]1[n:15]2[CH2:16][CH2:17][N:18]([C:20]([O:21][C:22]([CH3:23])([CH3:24])[CH3:25])=[O:26])[CH2:19]1>>[ClH:1].[NH2:2][c:3]1[n:4][c:5]2[cH:6][cH:7][cH:8][cH:9][c:10]2[c:11]2[c:12]1[n:13][c:14]1[n:15]2[CH2:16][CH2:17][NH:18][CH2:19]1.